Dataset: the Open Reaction Database (ORD), a public repository of structured organic reaction records. Task: describe an organic reaction: reactants, conditions, products, and yield Starting materials: CC(=O)O, CO, O=CC1CC1, C[N+](=O)[O-], [Na+], [OH-], O. Yields the product O=[N+]([O-])CC(O)C1CC1. RXN SMILES: [C:12]([OH:13])(=[O:14])[CH3:15].[CH3:16][OH:17].[CH:1]1([CH:4]=[O:5])[CH2:2][CH2:3]1.[N+:6](=[O:7])([O-:8])[CH3:9].[Na+:11].[OH-:10].[OH2:18]>>[CH:1]1([CH:4]([OH:5])[CH2:9][N+:6](=[O:7])[O-:8])[CH2:2][CH2:3]1.